Dataset: the Open Reaction Database (ORD), a public repository of structured organic reaction records. Task: describe an organic reaction: reactants, conditions, products, and yield Starting materials: [C-]#N.[K+] (potassium cyanide), C1COCCOCCOCCOCCOCCO1 (18-crown-6), OCCCC=1C=C(OCC(=O)OC)C=CC1 (methyl 3-(3-hydroxypropyl)phenoxyacetate), C(CCC)P(CCCC)CCCC (tributylphosphine). The solvent is C(C)#N (acetonitrile), C(Cl)(Cl)(Cl)Cl (carbon tetrachloride), C(C)#N (acetonitrile), C(C)#N (acetonitrile), CCOCC (ether). Conditions: time 15 minute. The product is C(#N)CCCC=1C=C(OCC(=O)OC)C=CC1 (Methyl 3-(3-cyanopropyl)phenoxyacetate). Yield: 70.7%. As a reaction SMILES: [C-:1]#[N:2].[K+].C1OCCOCCOCCOCCOCCOC1.O[CH2:23][CH2:24][CH2:25][C:26]1[CH:27]=[C:28]([CH:35]=[CH:36][CH:37]=1)[O:29][CH2:30][C:31]([O:33][CH3:34])=[O:32].C(P(CCCC)CCCC)CCC>C(#N)C.CCOCC.C(Cl)(Cl)(Cl)Cl>[C:1]([CH2:23][CH2:24][CH2:25][C:26]1[CH:27]=[C:28]([CH:35]=[CH:36][CH:37]=1)[O:29][CH2:30][C:31]([O:33][CH3:34])=[O:32])#[N:2] |f:0.1|. Procedure details: A mixture of potassium cyanide (1.16 g), 18-crown-6 (236 mg) and acetonitrile (18 ml) was stirred for 15 min under an atmosphere of argon. A mixture of methyl 3-(3-hydroxypropyl)phenoxyacetate (2.0 g) and tributylphosphine (1.99 g) in acetonitrile (10 ml) was added to the reaction mixture, followed by the dropwise addition of a solution of carbon tetrachloride (0.95 ml) in an acetonitrile (10 ml) with cooling in ice bath. The mixture was stirred overnight at room temperature. The mixture was dil...